Task: describe an organic reaction: reactants, conditions, products, and yield. Dataset: the Open Reaction Database (ORD), a public repository of structured organic reaction records Starting materials: C1=CC(=CN=C1)N=C=S (pyridine-3-isothiocyanate), NCCCCN1C(=NC=2C(=NC=3C=CC=CC3C21)N)C2=CC=CC=C2 (1-(4-aminobutyl)-2-phenyl-1H-imidazo[4,5-c]quinolin-4-amine). Solvent: C(Cl)(Cl)Cl (chloroform), C(Cl)(Cl)Cl (chloroform), N1=CC=CC=C1 (pyridine). Yields the product NC1=NC=2C=CC=CC2C2=C1N=C(N2CCCCNC(=S)NC=2C=NC=CC2)C2=CC=CC=C2 (N-[4-(4-amino-2-phenyl-1H-imidazo[4,5-c]quinolin-1-yl)butyl]-N′-(3-pyridyl)thiourea). Yield: 42.8%. RXN SMILES: [CH:1]1[CH:6]=[N:5][CH:4]=[C:3]([N:7]=[C:8]=[S:9])[CH:2]=1.[NH2:10][CH2:11][CH2:12][CH2:13][CH2:14][N:15]1[C:27]2[C:26]3[CH:25]=[CH:24][CH:23]=[CH:22][C:21]=3[N:20]=[C:19]([NH2:28])[C:18]=2[N:17]=[C:16]1[C:29]1[CH:34]=[CH:33][CH:32]=[CH:31][CH:30]=1>C(Cl)(Cl)Cl.N1C=CC=CC=1>[NH2:28][C:19]1[C:18]2[N:17]=[C:16]([C:29]3[CH:34]=[CH:33][CH:32]=[CH:31][CH:30]=3)[N:15]([CH2:14][CH2:13][CH2:12][CH2:11][NH:10][C:8]([NH:7][C:3]3[CH:4]=[N:5][CH:6]=[CH:1][CH:2]=3)=[S:9])[C:27]=2[C:26]2[CH:25]=[CH:24][CH:23]=[CH:22][C:21]=2[N:20]=1. Procedure details: A solution of pyridine-3-isothiocyanate (0.136 g, 1.0 mmol) in chloroform (5 mL) was added at ambient temperature to a solution of 1-(4-aminobutyl)-2-phenyl-1H-imidazo[4,5-c]quinolin-4-amine (0.331 g, 1.0 mmol) in a mixture of chloroform (25 mL) and pyridine (5 mL). The reaction mixture was maintained at ambient temperature over the weekend. The reaction was quenched with ethanol and then concentrated under vacuum to provide an off-white solid. This material was purified by flash chromatography ... The reactants are Cn1cc(-c2ccnc3c2cc(-c2cnc(N4CCN(C(=O)OC(C)(C)C)CC4)nc2)n3S(=O)(=O)c2ccccc2)c(-c2ccc([N+](=O)[O-])cc2)n1, CO, [Cl-], [Fe], [NH4+], O. The product is Cn1cc(-c2ccnc3c2cc(-c2cnc(N4CCN(C(=O)OC(C)(C)C)CC4)nc2)n3S(=O)(=O)c2ccccc2)c(-c2ccc(N)cc2)n1. As a reaction SMILES: [CH3:3][n:4]1[n:5][c:6](-[c:46]2[cH:47][cH:48][c:49]([N+:52]([O-:53])=[O:54])[cH:50][cH:51]2)[c:7](-[c:9]2[c:10]3[c:11]([n:12][cH:13][cH:14]2)[n:15]([S:37](=[O:38])(=[O:39])[c:40]2[cH:41][cH:42][cH:43][cH:44][cH:45]2)[c:16](-[c:18]2[cH:19][n:20][c:21]([N:24]4[CH2:25][CH2:26][N:27]([C:30](=[O:31])[O:32][C:33]([CH3:34])([CH3:35])[CH3:36])[CH2:28][CH2:29]4)[n:22][cH:23]2)[cH:17]3)[cH:8]1.[CH3:56][OH:57].[Cl-:1].[Fe:58].[NH4+:2].[OH2:55]>>[CH3:3][n:4]1[n:5][c:6](-[c:46]2[cH:47][cH:48][c:49]([NH2:52])[cH:50][cH:51]2)[c:7](-[c:9]2[c:10]3[c:11]([n:12][cH:13][cH:14]2)[n:15]([S:37](=[O:38])(=[O:39])[c:40]2[cH:41][cH:42][cH:43][cH:44][cH:45]2)[c:16](-[c:18]2[cH:19][n:20][c:21]([N:24]4[CH2:25][CH2:26][N:27]([C:30](=[O:31])[O:32][C:33]([CH3:34])([CH3:35])[CH3:36])[CH2:28][CH2:29]4)[n:22][cH:23]2)[cH:17]3)[cH:8]1. The reactants are COC(=O)C1(CC1)OC=1C=NC(=CC1)OCC1=CC=CC=C1 (1-(6-benzyloxy-pyridin-3-yloxy)-cyclopropanecarboxylic acid methyl ester). Reagents/catalysts: [Pd] (palladium on charcoal). Run in C(C)O (ethanol). Reaction conditions: time 1 hour. Yields the product COC(=O)C1(CC1)OC=1C=NC(=CC1)O (1-(6-Hydroxy-pyridin-3-yloxy)-cyclopropanecarboxylic acid methyl ester). As a reaction SMILES: [CH3:1][O:2][C:3]([C:5]1([O:8][C:9]2[CH:10]=[N:11][C:12]([O:15]CC3C=CC=CC=3)=[CH:13][CH:14]=2)[CH2:7][CH2:6]1)=[O:4]>C(O)C.[Pd]>[CH3:1][O:2][C:3]([C:5]1([O:8][C:9]2[CH:10]=[N:11][C:12]([OH:15])=[CH:13][CH:14]=2)[CH2:7][CH2:6]1)=[O:4]. Reported procedure: To a solution of 0.39 g (1.3 mmol) 1-(6-benzyloxy-pyridin-3-yloxy)-cyclopropanecarboxylic acid methyl ester in 4 mL ethanol, 39 mg 10% palladium on charcoal was added. The suspension was hydrogenated at 1.5 bar for 1 h. The catalyst was filtered off over Dicalite Speed Plus, washed with ethanol and the filtrate evaporated to dryness to the desired compound as a light brown solid (97%). MS (Turbo Spray): m/z=210.1 [M+H]. Reactants: COCCO[Al+]OCCOC, CCOCC, [H-], [H-], [Na+], CC(O)(C#Cc1ccc(S(=O)(=O)c2ccccc2)cc1)C(F)(F)F. Product: CC(O)(C=Cc1ccc(S(=O)(=O)c2ccccc2)cc1)C(F)(F)F. RXN SMILES: [CH3:2][O:3][CH2:4][CH2:5][O:6][Al+:7][O:8][CH2:9][CH2:10][O:11][CH3:12].[CH3:39][CH2:40][O:41][CH2:42][CH3:43].[H-:14].[H-:1].[Na+:13].[c:15]1([S:21](=[O:22])(=[O:23])[c:24]2[cH:25][cH:26][c:27]([C:30]#[C:31][C:32]([C:33]([F:34])([F:35])[F:36])([CH3:37])[OH:38])[cH:28][cH:29]2)[cH:16][cH:17][cH:18][cH:19][cH:20]1>>[c:15]1([S:21](=[O:22])(=[O:23])[c:24]2[cH:25][cH:26][c:27]([CH:30]=[CH:31][C:32]([C:33]([F:34])([F:35])[F:36])([CH3:37])[OH:38])[cH:28][cH:29]2)[cH:16][cH:17][cH:18][cH:19][cH:20]1. The reactants are N1=CC(=CC=C1)C1=CCNC=2N1N=CC2C(=O)N (4,5-Dihydro-7-(3-pyridinyl)pyrazolo(1,5-a)-pyrimidine-3-carboxamide), C(=O)(N1C=NC=C1)N1C=NC=C1 (1,1'- carbonyldiimidazole), C(=O)(N1C=NC=C1)N1C=NC=C1 (1,1'-carbonyldiimidazole). The solvent is O1CCOCC1 (p-dioxane). Conditions: time 16 hour. Product: N1=CC(=CC=C1)C1=CCN2C(NC(C=3C=NN1C32)=O)=O (8-(3-Pyridinyl)-3H,6H-1,4,5a,8a-tetraazaacenaphthylene-3,5(4H)-dione). The yield is 45.1%. Reaction SMILES: [N:1]1[CH:6]=[CH:5][CH:4]=[C:3]([C:7]2[N:12]3[N:13]=[CH:14][C:15]([C:16]([NH2:18])=[O:17])=[C:11]3[NH:10][CH2:9][CH:8]=2)[CH:2]=1.[C:19](N1C=CN=C1)(N1C=CN=C1)=[O:20]>O1CCOCC1>[N:1]1[CH:6]=[CH:5][CH:4]=[C:3]([C:7]2[N:12]3[C:11]4[N:10]([C:19](=[O:20])[NH:18][C:16](=[O:17])[C:15]=4[CH:14]=[N:13]3)[CH2:9][CH:8]=2)[CH:2]=1. Procedure details: A mixture of 4.0 g of 4,5-dihydro-7-(3-pyridinyl)pyrazolo(1,5-a)pyrimidine-3-carboxamide (Example 10), 80 ml of dry p-dioxane and 10.0g of 1,1'- carbonyldiimidazole is heated at reflux for 5 hours. Then an additional 5.0 g of 1,1'-carbonyldiimidazole is added and heating is continued for 16 hours. After cooling to room temperature the precipitated solid is collected by filtration, washed with water and dried in vacuo to give 2.0 g of the desired product as a white solid, mp 292-295° C. The reactants are COc1cc(C=O)cc(Br)c1OC, O=CC=P(c1ccccc1)(c1ccccc1)c1ccccc1, c1ccccc1. Product: COc1cc(C=CC=O)cc(Br)c1OC. As a reaction SMILES: [Br:1][c:2]1[c:3]([O:12][CH3:13])[c:4]([O:10][CH3:11])[cH:5][c:6]([CH:7]=[O:8])[cH:9]1.[c:14]1([P:15]([c:16]2[cH:17][cH:18][cH:19][cH:20][cH:21]2)([c:22]2[cH:23][cH:24][cH:25][cH:26][cH:27]2)=[CH:33][CH:34]=[O:35])[cH:28][cH:29][cH:30][cH:31][cH:32]1.[cH:36]1[cH:37][cH:38][cH:39][cH:40][cH:41]1>>[Br:1][c:2]1[c:3]([O:12][CH3:13])[c:4]([O:10][CH3:11])[cH:5][c:6]([CH:7]=[CH:33][CH:34]=[O:35])[cH:9]1. Reactants: COc1ccc(-c2c[nH]c3ncccc23)cc1OC, [H-], O=[N+]([O-])c1cccc(CCl)c1, [Na+], CN(C)C=O, O. Yields the product COc1ccc(-c2cn(Cc3cccc([N+](=O)[O-])c3)c3ncccc23)cc1OC. As a reaction SMILES: [CH3:1][O:2][c:3]1[cH:4][c:5](-[c:11]2[cH:12][nH:13][c:14]3[n:15][cH:16][cH:17][cH:18][c:19]23)[cH:6][cH:7][c:8]1[O:9][CH3:10].[H-:20].[N+:22](=[O:23])([O-:24])[c:25]1[cH:26][c:27]([CH2:28][Cl:29])[cH:30][cH:31][cH:32]1.[Na+:21].[O:34]=[CH:35][N:36]([CH3:37])[CH3:38].[OH2:33]>>[CH3:1][O:2][c:3]1[cH:4][c:5](-[c:11]2[cH:12][n:13]([CH2:28][c:27]3[cH:26][c:25]([N+:22](=[O:23])[O-:24])[cH:32][cH:31][cH:30]3)[c:14]3[n:15][cH:16][cH:17][cH:18][c:19]23)[cH:6][cH:7][c:8]1[O:9][CH3:10].